Task: describe an organic reaction: reactants, conditions, products, and yield. Dataset: the Open Reaction Database (ORD), a public repository of structured organic reaction records Starting materials: BrC=1C(=NC=C(C(=O)NC2=CC=C(C=C2)OC(F)(F)Cl)C1)Cl (5-bromo-6-chloro-N-(4-(chlorodifluoromethoxy)phenyl)nicotinamide), N1C[C@H](CC1)CO ((S)-1-pyrrolidin-3-yl-methanol). The product is BrC=1C(=NC=C(C(=O)NC2=CC=C(C=C2)OC(F)(F)Cl)C1)N1C[C@H](CC1)CO ((S)-5-Bromo-N-(4-(chlorodifluoromethoxy)phenyl)-6-(3-(hydroxymethyl)pyrrolidin-1-yl)nicotinamide). Reaction SMILES: [Br:1][C:2]1[C:3](Cl)=[N:4][CH:5]=[C:6]([CH:21]=1)[C:7]([NH:9][C:10]1[CH:15]=[CH:14][C:13]([O:16][C:17]([Cl:20])([F:19])[F:18])=[CH:12][CH:11]=1)=[O:8].[NH:23]1[CH2:27][CH2:26][C@H:25]([CH2:28][OH:29])[CH2:24]1>>[Br:1][C:2]1[C:3]([N:23]2[CH2:27][CH2:26][C@H:25]([CH2:28][OH:29])[CH2:24]2)=[N:4][CH:5]=[C:6]([CH:21]=1)[C:7]([NH:9][C:10]1[CH:15]=[CH:14][C:13]([O:16][C:17]([Cl:20])([F:19])[F:18])=[CH:12][CH:11]=1)=[O:8]. Procedure details: The title compound was prepared in an analogous fashion to that described in Stage 33.1 using 5-bromo-6-chloro-N-(4-(chlorodifluoromethoxy)phenyl)nicotinamide (Stage 169.2) and (S)-1-pyrrolidin-3-yl-methanol to afford an off-white crystalline solid. HPLC (Condition 4) tR=5.82 min, UPLC-MS (Condition 3) tR=1.14 min, m/z=476.2/478.3 [M+H]+. Starting materials: Cl (Hydrochloric acid), O1CCOC12CCN(CC2)C2=CC=C(C=NO)C=C2 (4-(1,4-Dioxa-8-azaspiro[4.5]dec-8-yl)benzaldehyde oxime), C(#N)[BH3-].[Na+] (sodium cyanoborohydride), solution, [OH-].[Na+] (NaOH). Reagents/catalysts: CN(C)C=1C=CC(=CC1)N=NC=2C=CC(=CC2)S(=O)(=O)O (methyl orange). Solvent: CO (methyl alcohol), O (water). Run at time 1 hour. Yields the product ONCC1=CC=C(C=C1)N1CCC2(OCCO2)CC1 (8-{4-[(Hydroxyamino)methyl]phenyl]-1,4-dioxa-8-azaspiro[4.5]decane). Yield: 78.5%. Reaction SMILES: Cl.[O:2]1[C:6]2([CH2:11][CH2:10][N:9]([C:12]3[CH:20]=[CH:19][C:15]([CH:16]=[N:17][OH:18])=[CH:14][CH:13]=3)[CH2:8][CH2:7]2)[O:5][CH2:4][CH2:3]1.C([BH3-])#N.[Na+].[OH-].[Na+]>CN(C1C=CC(N=NC2C=CC(S(O)(=O)=O)=CC=2)=CC=1)C.O.CO>[OH:18][NH:17][CH2:16][C:15]1[CH:19]=[CH:20][C:12]([N:9]2[CH2:8][CH2:7][C:6]3([O:5][CH2:4][CH2:3][O:2]3)[CH2:11][CH2:10]2)=[CH:13][CH:14]=1 |f:2.3,4.5|. Procedure details: Hydrochloric acid (4N, in dioxane) was added dropwise into a mixture of 4-(1,4-dioxa-8-azaspiro[4.5]dec-8-yl)benzaldehyde oxime (5.3 g, 20.24 mmol) (which was obtained in Example 51), sodium cyanoborohydride (6.3 g, 101.2 mmol), methyl alcohol(200 mL), and methyl orange (10 mg), until an acidic solution (pH about 4) was achieved. The mixture was then stirred for 1 hour, poured into water, neutralized with NaOH (2N) and extracted with ethyl acetate. The organic extracts were dried over MgSO4. Eva... Starting materials: ClC1=C(C=C2NCC(NC2=C1)=O)C (7-chloro-3,4-Dihydro-6-methyl-quinoxaline-2(1H)-one), [N+](=O)(O)[O-] (HNO3), C(=O)(C(F)(F)F)O (TFA). Reaction conditions: time 8 hour. The product is ClC1=C(C(=C2NC(C(NC2=C1)=O)=O)[N+](=O)[O-])C (7-Chloro-1,4-dihydro-6-methyl-5-nitroquinoxaline-2,3-dione). Reaction SMILES: [Cl:1][C:2]1[CH:11]=[C:10]2[C:5]([NH:6][CH2:7][C:8](=[O:12])[NH:9]2)=[CH:4][C:3]=1[CH3:13].[N+:14]([O-])([OH:16])=[O:15].C(O)(C(F)(F)F)=[O:19]>>[Cl:1][C:2]1[CH:11]=[C:10]2[C:5]([NH:6][C:7](=[O:19])[C:8](=[O:12])[NH:9]2)=[C:4]([N+:14]([O-:16])=[O:15])[C:3]=1[CH3:13]. Procedure: To a stirred suspension of 7-chloro-3,4-Dihydro-6-methyl-quinoxaline-2(1H)-one (0.100 g, 0.51 mmol) in TFA (3.0 mL) prepared as in Example 8, excess fuming HNO3 (0.30 mL) was added and the resulting red solution was stirred overnight at room temperature. The solvent was removed under vacuum and the residue diluted with water (4.0 mL). The precipitated solid was filtered and dried under vacuum to yield 0.067 g (52%) pure (HPLC) title compound as a light yellow powder; mp-darkens at 340° C.; 1H NM... Reactants: CO, Cc1ccccc1C, CCN(CC)Cc1cc(CCCO)cc(-n2nc3ccccc3n2)c1O, OCCCc1ccc(O)c(-n2nc3ccccc3n2)c1. Yields the product OCCCc1cc(Cc2cc(CCCO)cc(-n3nc4ccccc4n3)c2O)c(O)c(-n2nc3ccccc3n2)c1. Reaction SMILES: [CH3:47][OH:48].[c:49]1([CH3:50])[c:51]([CH3:52])[cH:53][cH:54][cH:55][cH:56]1.[n:1]1[n:2](-[c:10]2[c:11]([OH:26])[c:12]([CH2:20][N:21]([CH2:22][CH3:23])[CH2:24][CH3:25])[cH:13][c:14]([CH2:16][CH2:17][CH2:18][OH:19])[cH:15]2)[n:3][c:4]2[c:5]1[cH:6][cH:7][cH:8][cH:9]2.[n:27]1[n:28](-[c:36]2[c:37]([OH:46])[cH:38][cH:39][c:40]([CH2:42][CH2:43][CH2:44][OH:45])[cH:41]2)[n:29][c:30]2[c:31]1[cH:32][cH:33][cH:34][cH:35]2>>[n:1]1[n:2](-[c:10]2[c:11]([OH:26])[c:12]([CH2:20][c:38]3[c:37]([OH:46])[c:36](-[n:28]4[n:27][c:31]5[c:30]([n:29]4)[cH:35][cH:34][cH:33][cH:32]5)[cH:41][c:40]([CH2:42][CH2:43][CH2:44][OH:45])[cH:39]3)[cH:13][c:14]([CH2:16][CH2:17][CH2:18][OH:19])[cH:15]2)[n:3][c:4]2[c:5]1[cH:6][cH:7][cH:8][cH:9]2. The reactants are CON(C(CC(C)C)=O)C (N-methoxy-N-methyl-3-methylbutanamide), CC1=CC=C(C[Mg]Cl)C=C1 (4-methylbenzyl magnesium chloride). The product is CC(CC(CC1=CC=C(C=C1)C)=O)C (4-methyl-1-(4-toluyl)-pentan-2-one). As a reaction SMILES: CON(C)[C:4](=[O:9])[CH2:5][CH:6]([CH3:8])[CH3:7].[CH3:11][C:12]1[CH:20]=[CH:19][C:15]([CH2:16][Mg]Cl)=[CH:14][CH:13]=1>>[CH3:7][CH:6]([CH3:8])[CH2:5][C:4](=[O:9])[CH2:11][C:12]1[CH:20]=[CH:19][C:15]([CH3:16])=[CH:14][CH:13]=1. Reported procedure: The reaction and treatment were carried out in the same manner as in Example 36-b) using N-methoxy-N-methyl-3-methylbutanamide and 4-methylbenzyl magnesium chloride to obtain a title compound as a light yellow oily substance. Reactants: [OH-].[Na+] (NaOH), C(C)OC(=O)C=1C=NC2=CC(=CC=C2C1NC1=CC=C(C=C1)C(=O)NC1CCN(CC1)CC1=CC=CC=C1)Cl (7-Chloro-4-[[4-[[[1-(phenylmethyl)-4piperidinyl]amino]carbonyl]phenyl]amino]-3-quinolinecarboxylic acid ethyl ester), Cl (HCl). The solvent is CO (methanol). Product: ClC1=CC=C2C(=C(C=NC2=C1)C(=O)O)NC1=CC=C(C=C1)C(=O)NC1CCN(CC1)CC1=CC=CC=C1 (7-chloro-4-[[4-[[[1-(phenylmethyl)-4-piperidinyl]amino]carbonyl]phenyl]amino]-3-quinolinecarboxylic acid). Isolated yield 64.0%. As a reaction SMILES: C([O:3][C:4]([C:6]1[CH:7]=[N:8][C:9]2[C:14]([C:15]=1[NH:16][C:17]1[CH:22]=[CH:21][C:20]([C:23]([NH:25][CH:26]3[CH2:31][CH2:30][N:29]([CH2:32][C:33]4[CH:38]=[CH:37][CH:36]=[CH:35][CH:34]=4)[CH2:28][CH2:27]3)=[O:24])=[CH:19][CH:18]=1)=[CH:13][CH:12]=[C:11]([Cl:39])[CH:10]=2)=[O:5])C.[OH-].[Na+].Cl>CO>[Cl:39][C:11]1[CH:10]=[C:9]2[C:14]([C:15]([NH:16][C:17]3[CH:18]=[CH:19][C:20]([C:23]([NH:25][CH:26]4[CH2:27][CH2:28][N:29]([CH2:32][C:33]5[CH:34]=[CH:35][CH:36]=[CH:37][CH:38]=5)[CH2:30][CH2:31]4)=[O:24])=[CH:21][CH:22]=3)=[C:6]([C:4]([OH:5])=[O:3])[CH:7]=[N:8]2)=[CH:13][CH:12]=1 |f:1.2|. Procedure: 7-Chloro-4-[[4-[[[1-(phenylmethyl)-4piperidinyl]amino]carbonyl]phenyl]amino]-3-quinolinecarboxylic acid ethyl ester (51.7 g, 95.2 mmol) was stirred in 550 ml of methanol and treated with 133 ml of 2.5 M NaOH. The reaction mixture was then refluxed for 45 m at which point the hot homogeneous solution was treated with 166 ml of 2 M HCl to precipitate the product. After the mixture cooled to room temperature, the product was filtered and washed with water, methanol and then ether. The yellow powder...